Dataset: the Open Reaction Database (ORD), a public repository of structured organic reaction records. Task: describe an organic reaction: reactants, conditions, products, and yield The reactants are Cl.C1(=CC=CC=C1)C(CNC1=C2N=CNC2=NC(=N1)CNS(=O)(=O)CC(C)C)C1=CC=CC=C1 (N-({6-[(2,2-diphenylethyl)amino]-9H-purin-2-yl}methyl)-2-methyl-1-propanesulphonamide hydrochloride), C(C1=CC=CC=C1)(=O)O[C@H]1O[C@@H]([C@H]([C@H]1OC(C1=CC=CC=C1)=O)OC(C1=CC=CC=C1)=O)C1=NN(C=N1)CC ((2R,3R,4R,5R)-3,4-bis(benzoyloxy)-5-(1-ethyl-1H-1,2,4-triazol-3-yl)tetrahydro-2-furanyl benzoate), C(C1=CC=CC=C1)(=O)O[C@@H]1O[C@@H]([C@H]([C@H]1OC(C1=CC=CC=C1)=O)OC(C1=CC=CC=C1)=O)C1=NN(C=N1)CC ((2S,3R,4R,5R)-3,4-bis(benzoyloxy)-5-(1-ethyl-1H-1,2,4-triazol-3-yl)tetrahydro-2-furanyl benzoate). Yields the product C(C1=CC=CC=C1)(=O)O[C@H]1[C@@H](O[C@@H]([C@H]1OC(C1=CC=CC=C1)=O)C1=NN(C=N1)CC)N1C2=NC(=NC(=C2N=C1)NCC(C1=CC=CC=C1)C1=CC=CC=C1)CNS(=O)(=O)CC(C)C ((2R,3R,4R,5R)-4-(Benzoyloxy)-2-(6-[(2,2-diphenylethyl)amino]-2-{[(isobutylsulphonyl)amino]methyl}-9H-purin-9-yl)-5-(1-ethyl-1H-1,2,4-triazol-3-yl)tetrahydro-3-furanyl benzoate). As a reaction SMILES: Cl.[C:2]1([CH:8]([C:29]2[CH:34]=[CH:33][CH:32]=[CH:31][CH:30]=2)[CH2:9][NH:10][C:11]2[N:19]=[C:18]([CH2:20][NH:21][S:22]([CH2:25][CH:26]([CH3:28])[CH3:27])(=[O:24])=[O:23])[N:17]=[C:16]3[C:12]=2[N:13]=[CH:14][NH:15]3)[CH:7]=[CH:6][CH:5]=[CH:4][CH:3]=1.C(O[C@@H:44]1[C@H:48]([O:49][C:50](=[O:57])[C:51]2[CH:56]=[CH:55][CH:54]=[CH:53][CH:52]=2)[C@H:47]([O:58][C:59](=[O:66])[C:60]2[CH:65]=[CH:64][CH:63]=[CH:62][CH:61]=2)[C@@H:46]([C:67]2[N:71]=[CH:70][N:69]([CH2:72][CH3:73])[N:68]=2)[O:45]1)(=O)C1C=CC=CC=1.C(O[C@H]1[C@H](OC(=O)C2C=CC=CC=2)[C@H](OC(=O)C2C=CC=CC=2)[C@@H](C2N=CN(CC)N=2)O1)(=O)C1C=CC=CC=1>>[C:50]([O:49][C@@H:48]1[C@H:47]([O:58][C:59](=[O:66])[C:60]2[CH:65]=[CH:64][CH:63]=[CH:62][CH:61]=2)[C@@H:46]([C:67]2[N:71]=[CH:70][N:69]([CH2:72][CH3:73])[N:68]=2)[O:45][C@H:44]1[N:15]1[CH:14]=[N:13][C:12]2[C:16]1=[N:17][C:18]([CH2:20][NH:21][S:22]([CH2:25][CH:26]([CH3:28])[CH3:27])(=[O:23])=[O:24])=[N:19][C:11]=2[NH:10][CH2:9][CH:8]([C:2]1[CH:3]=[CH:4][CH:5]=[CH:6][CH:7]=1)[C:29]1[CH:30]=[CH:31][CH:32]=[CH:33][CH:34]=1)(=[O:57])[C:51]1[CH:52]=[CH:53][CH:54]=[CH:55][CH:56]=1 |f:0.1|. Procedure details: Prepared by the same method as Preparation 26 from N-({6-[(2,2-diphenylethyl)amino]-9H-purin-2-yl}methyl)-2-methyl-1-propanesulphonamide hydrochloride (Preparation 8) and a mixture of (2R,3R,4R,5R)-3,4-bis(benzoyloxy)-5-(1-ethyl-1H-1,2,4-triazol-3-yl)tetrahydro-2-furanyl benzoate and (2S,3R,4R,5R)-3,4-bis(benzoyloxy)-5-(1-ethyl-1H-1,2,4-triazol-3-yl)tetrahydro-2-furanyl benzoate (Preparation 22). Reactants: N(=O)[O-].[Na+] (sodium nitrite), CN1C(C(CC1)=O)=O (1-methyl-2,3-pyrrolidinedione). Run in O (water). Run at time 2 hour. The product is CN1C(C(C(C1)=NO)=O)=O (1-methyl-2,3,4-pyrrolidinetrione-4-oxime). The yield is 56.3%. Reaction SMILES: [N:1]([O-:3])=O.[Na+].[CH3:5][N:6]1[CH2:10][CH2:9][C:8](=[O:11])[C:7]1=[O:12]>O>[CH3:5][N:6]1[CH2:10][C:9](=[N:1][OH:3])[C:8](=[O:11])[C:7]1=[O:12] |f:0.1|. Reported procedure: 10.5 g (0.15 mol) of sodium nitrite in 50 ml of water are added dropwise at 0° C. to a solution of 17.0 g (0.15 mol) of 1-methyl-2,3-pyrrolidinedione (H. Rapoport et al., J. Org. Chem. 40 (1975) 1264). The mixture is stirred for a further 2 hours, the deposited product is filtered off and 12.0 g (58%) of 1-methyl-2,3,4-pyrrolidinetrione-4-oxime are obtained.